This data is from the Open Reaction Database (ORD), a public repository of structured organic reaction records. The task is: describe an organic reaction: reactants, conditions, products, and yield The reactants are O (H2O), [OH-].[Na+] (NaOH), O (H2O), C(C)OC(=O)C1C(C(C1)=C)C(=O)OCC (1,2-bis(ethoxycarbonyl) 3-methylenecyclobutane), [H-].[Al+3].[Li+].[H-].[H-].[H-] (lithium aluminum hydride). Run in C(C)OCC (diethyl ether). Run at time 2 hour. The product is OCC1C(C(C1)=C)CO (1,2-bis(hydroxymethyl)-3-methylenecyclobutane). The yield is 71.0%. As a reaction SMILES: C([O:3][C:4]([CH:6]1[CH2:9][C:8](=[CH2:10])[CH:7]1[C:11](OCC)=[O:12])=O)C.[H-].[Al+3].[Li+].[H-].[H-].[H-].O.[OH-].[Na+]>C(OCC)C>[OH:3][CH2:4][CH:6]1[CH2:9][C:8](=[CH2:10])[CH:7]1[CH2:11][OH:12] |f:1.2.3.4.5.6,8.9|. Procedure: To a stirred solution of 40.0 g (0.188 mol) of 1,2-bis(ethoxycarbonyl) 3-methylenecyclobutane (Cripps, H. N.; Williams, J. K.; Sharkey, W. H. J. Am. Chem. Soc. 1959, 81, 2723 2728) in 1.4 L of diethyl ether at 0° C. was added 14.4 g (0.379 mol) of lithium aluminum hydride in small portions. After 2 h at 0° C., 14.4 mL of H2O, 14.4 mL of 15% aq. NaOH, and then 44.0 mL of H2O were added sequentially. The resulting white solid was removed by filtration and washed thoroughly with diethyl ether. Conc... Yields the product OC1=C(C(=C2C(OCC2=C1C)=O)OS(=O)(=O)C1=CC=C(C=C1)C)C/C=C(/CCC(=O)OC)\C (methyl (E) 6-(1,3-dihydro-6-hydroxy-7-methyl-3-oxo-4-p-toluenesulfonyloxyisobenzofuran-5-yl)-4-methyl-4-hexenoate). Starting materials: OC1=C(C(=C2C(OCC2=C1C)=O)OS(=O)(=O)C1=CC=C(C=C1)C)CC=C(CCC(=O)O)C (6-(1,3-dihydro-6-hydroxy-7-methyl-3-oxo-4-p-toluenesulfonyloxyisobenzofuran-5-yl)-4-methyl-4-hexenoic acid), C1(=CC=C(C=C1)S(=O)(=O)O)C (p-toluenesulfonic acid), O (water), C(C)(=O)OCC (ethyl acetate). Procedure details: A solution of (E) 6-(1,3-dihydro-6-hydroxy-7-methyl-3-oxo-4-p-toluenesulfonyloxyisobenzofuran-5-yl)-4-methyl-4-hexenoic acid (23 g) and p-toluenesulfonic acid (0.8 g) in methanol (150 ml) was stirred for 18 hours then added to water and ethyl acetate. The organc layer was dried and evaporated and the residue was chromatographed on silica gel, eluting with hexane:ethyl acetate: methanol 40:58:2, to afford methyl (E) 6-(1,3-dihydro-6-hydroxy-7-methyl-3-oxo-4-p-toluenesulfonyloxyisobenzofuran-5-yl)... Run in CO (methanol). RXN SMILES: [OH:1][C:2]1[C:10]([CH3:11])=[C:9]2[C:5]([C:6](=[O:12])[O:7][CH2:8]2)=[C:4]([O:13][S:14]([C:17]2[CH:22]=[CH:21][C:20]([CH3:23])=[CH:19][CH:18]=2)(=[O:16])=[O:15])[C:3]=1[CH2:24][CH:25]=[C:26]([CH3:32])[CH2:27][CH2:28][C:29]([OH:31])=[O:30].[C:33]1(C)C=CC(S(O)(=O)=O)=CC=1.O.C(OCC)(=O)C>CO>[OH:1][C:2]1[C:10]([CH3:11])=[C:9]2[C:5]([C:6](=[O:12])[O:7][CH2:8]2)=[C:4]([O:13][S:14]([C:17]2[CH:18]=[CH:19][C:20]([CH3:23])=[CH:21][CH:22]=2)(=[O:16])=[O:15])[C:3]=1[CH2:24]/[CH:25]=[C:26](\[CH3:32])/[CH2:27][CH2:28][C:29]([O:31][CH3:33])=[O:30]. Starting materials: FC1=C(C(=O)O)C=C(C=C1)C1=CC(=CC=C1)F (2-fluoro-5-(3-fluorophenyl)benzoic acid), ClC1=C(N)C(=CC=C1OC)Cl (2,6-dichloro-3-methoxy-aniline), [H-].[Na+] (NaH). The solvent is C1CCOC1 (THF), O=S(Cl)Cl (SOCl2), C1CCOC1 (THF). Run at time 2 hour. The product is ClC1=C(C(=CC=C1OC)Cl)NC(C1=C(C=CC(=C1)C1=CC(=CC=C1)F)F)=O (N-(2,6-dichloro-3-methoxy-phenyl)-2-fluoro-5-(3-fluorophenyl)benzamide). Isolated yield 21.3%. Reaction SMILES: [F:1][C:2]1[CH:10]=[CH:9][C:8]([C:11]2[CH:16]=[CH:15][CH:14]=[C:13]([F:17])[CH:12]=2)=[CH:7][C:3]=1[C:4]([OH:6])=O.[Cl:18][C:19]1[C:25]([O:26][CH3:27])=[CH:24][CH:23]=[C:22]([Cl:28])[C:20]=1[NH2:21].[H-].[Na+]>O=S(Cl)Cl.C1COCC1>[Cl:18][C:19]1[C:25]([O:26][CH3:27])=[CH:24][CH:23]=[C:22]([Cl:28])[C:20]=1[NH:21][C:4](=[O:6])[C:3]1[CH:7]=[C:8]([C:11]2[CH:16]=[CH:15][CH:14]=[C:13]([F:17])[CH:12]=2)[CH:9]=[CH:10][C:2]=1[F:1] |f:2.3|. Procedure: A solution of 2-fluoro-5-(3-fluorophenyl)benzoic acid (intermediate III(a)) (1.6 g, 7 mmol, 3.0 eq) in SOCl2 (20 mL) was heated at reflux for 3 h. The excess thionyl chloride was removed in vacuo and the residue obtained dissolved in THF (10 mL) and added dropwise to a solution of 2,6-dichloro-3-methoxy-aniline (450 mg, 2.3 mmol, 1.0 eq) and NaH (85 mg, 3.4 mmol, 1.5 eq) in THF (10 mL). The reaction was stirred at room temperature for 2 h then quenched by addition of aqueous NH4Cl. The mixture w... Starting materials: ClC=1C=C2C(C(NC2=CC1Cl)=O)=O (5,6-dichloroisatin), [H-].[Na+] (sodium hydride), IC (iodomethane), [H][H] (hydrogen). The solvent is C(C)(=O)O (acetic acid), O (Water), CN(C)C=O (DMF). As a reaction SMILES: [Cl:1][C:2]1[CH:3]=[C:4]2[C:8](=[CH:9][C:10]=1[Cl:11])[NH:7][C:6](=[O:12])[C:5]2=[O:13].[H-].[Na+].[H][H].I[CH3:19]>CN(C=O)C.C(O)(=O)C.O>[Cl:1][C:2]1[CH:3]=[C:4]2[C:8](=[CH:9][C:10]=1[Cl:11])[N:7]([CH3:19])[C:6](=[O:12])[C:5]2=[O:13] |f:1.2|. Procedure: To a solution of 5,6-dichloroisatin (0,15 g; 0.7 mmol) in anhydrous DMF (5 ml) was added sodium hydride (40 mg, 60% dispersion in mineral oil). When the evolution of hydrogen had ceased iodomethane (0.1 ml) was added and the mixture was stirred for 20 min. at ambient temperature. Water (15 ml) and glacial acetic acid (0.1 ml) were added and the product was filtered off, washed with water and dried to yield 5,6-dichloro-1-methylisatin (0.13 g, 81%). The following compounds were prepared analogous... Isolated yield 81.0%. The product is ClC=1C=C2C(C(N(C2=CC1Cl)C)=O)=O (5,6-dichloro-1-methylisatin). Reaction conditions: time 20 minute. The reactants are 38, C(C1=CC=CC=C1)OC=1C=C2CCN=C(C2=CC1OC)C1=CC=CC=C1 (6-benzyloxy-7-methoxy-1-phenyl-3,4-dihydroisoquinoline), C(C)O (ethanol), [BH4-].[Na+] (sodium borohydride). The solvent is O (water). Reaction conditions: temperature 55 celsius, time 3 hour. The product is C(C1=CC=CC=C1)OC=1C=C2CCNC(C2=CC1OC)C1=CC=CC=C1 (6-benzyloxy-7-methoxy-1-phenyl-1,2,3,4-tetrahydroisoquinoline). As a reaction SMILES: [CH2:1]([O:8][C:9]1[CH:10]=[C:11]2[C:16](=[CH:17][C:18]=1[O:19][CH3:20])[C:15]([C:21]1[CH:26]=[CH:25][CH:24]=[CH:23][CH:22]=1)=[N:14][CH2:13][CH2:12]2)[C:2]1[CH:7]=[CH:6][CH:5]=[CH:4][CH:3]=1.C(O)C.[BH4-].[Na+]>O>[CH2:1]([O:8][C:9]1[CH:10]=[C:11]2[C:16](=[CH:17][C:18]=1[O:19][CH3:20])[CH:15]([C:21]1[CH:26]=[CH:25][CH:24]=[CH:23][CH:22]=1)[NH:14][CH2:13][CH2:12]2)[C:2]1[CH:3]=[CH:4][CH:5]=[CH:6][CH:7]=1 |f:2.3|. Procedure: A suspension of 38 parts of 6-benzyloxy-7-methoxy-1-phenyl-3,4-dihydroisoquinoline in 435 parts of ethanol is heated to approximately 55°C. 32 Parts of sodium borohydride is added portionwise over a 45 minute period, while maintaining the reaction temperature at 50°-60°C. The mixture is stirred for an additional 3 hours at approximately 50°C. and a precipitate forms. The reaction mixture is then poured into water and the precipitate is separated by filtration, giving 6-benzyloxy-7-methoxy-1-phen... Yield: 84.8%. Solvent: C(C)(=O)[O-].[Na+] (sodium acetate), C(C)(=O)[O-].[Na+] (sodium acetate). Reported procedure: 2′-Deoxyadenosine monohydrate (4 g, 15 mmol) was suspended in 75 mL of a sodium acetate buffer solution (pH 4.3). To this suspension, 75 mL of a sodium acetate buffer solution (pH 4.3) containing bromine (0.92 mL, 18 mmol) was dropwise added. The resulting mixture was stirred at room temperature for 2 hours, and then 50 mL of a 5% sodium thiosulfate aqueous solution and then 50 mL of a 2 M sodium hydroxide aqueous solution were added thereto. The given precipitate was collected by filtration and... Conditions: time 2 hour. The reactants are O.[C@@H]1(C[C@H](O)[C@@H](CO)O1)N1C=NC=2C(N)=NC=NC12 (2′-Deoxyadenosine monohydrate), S(=S)(=O)([O-])[O-].[Na+].[Na+] (sodium thiosulfate), [OH-].[Na+] (sodium hydroxide), BrBr (bromine). The product is BrC=1N([C@H]2C[C@H](O)[C@@H](CO)O2)C=2N=CN=C(C2N1)N (8-bromo-2′-deoxyadenosine). RXN SMILES: O.[C@@H:2]1([N:10]2[C:19]3[N:18]=[CH:17][N:16]=[C:14]([NH2:15])[C:13]=3[N:12]=[CH:11]2)[O:9][C@H:6]([CH2:7][OH:8])[C@@H:4]([OH:5])[CH2:3]1.[Br:20]Br.S([O-])([O-])(=O)=S.[Na+].[Na+].[OH-].[Na+]>C([O-])(=O)C.[Na+]>[Br:20][C:11]1[N:10]([C:19]2[N:18]=[CH:17][N:16]=[C:14]([NH2:15])[C:13]=2[N:12]=1)[C@@H:2]1[O:9][C@H:6]([CH2:7][OH:8])[C@@H:4]([OH:5])[CH2:3]1 |f:0.1,3.4.5,6.7,8.9|.